From a dataset of the Open Reaction Database (ORD), a public repository of structured organic reaction records. describe an organic reaction: reactants, conditions, products, and yield The reactants are solution, OO (hydrogen peroxide), Cl.Cl.N1=C(NC2=C1C=CC=C2)NC=2NCCN2 (2-(Benzimidazolyl)amino-2-imidazoline dihydrochloride). Solvent: Cl (hydrochloric acid). Run at temperature 80 celsius. Product: Cl.ClC1=CC2=C(N=C(N2)N2C=NCC2)C=C1Cl (5,6-dichlorobenzimidazolyl-2-imidazoline monohydrochloride). Isolated yield 67.4%. As a reaction SMILES: [ClH:1].[ClH:2].[N:3]1[C:7]2[CH:8]=[CH:9][CH:10]=[CH:11][C:6]=2[NH:5][C:4]=1[NH:12][C:13]1[NH:14][CH2:15][CH2:16]N=1.OO>Cl>[ClH:1].[Cl:1][C:9]1[C:10]([Cl:2])=[CH:11][C:6]2[N:5]=[C:4]([N:12]3[CH2:16][CH2:15][N:14]=[CH:13]3)[NH:3][C:7]=2[CH:8]=1 |f:0.1.2,5.6|. Reported procedure: 2-(Benzimidazolyl)amino-2-imidazoline dihydrochloride (prepared as described in Example 14) (27.4 g, 0.10 mol) was dissolved in concentrated hydrochloric acid (300 ml). The solution was stirred and heated to 80°C. A 15% solution of hydrogen peroxide (68 ml) was added dropwise to the stirred solution maintaining the temperature at 80°C. A colourless crystalline precipitate was soon deposited. At the end of the addition the solution was filtered, whilst hot and the precipitate washed with water an... The reactants are Nc1ccc(OCc2ccccc2)cc1, CC#N, Clc1ncnc2ccc(I)cc12. Product: Cl, Ic1ccc2ncnc(Nc3ccc(OCc4ccccc4)cc3)c2c1. RXN SMILES: [CH2:13]([c:14]1[cH:15][cH:16][cH:17][cH:18][cH:19]1)[O:20][c:21]1[cH:22][cH:23][c:24]([NH2:25])[cH:26][cH:27]1.[CH3:28][C:29]#[N:30].[Cl:1][c:2]1[n:3][cH:4][n:5][c:6]2[cH:7][cH:8][c:9]([I:12])[cH:10][c:11]12>>[ClH:1].[c:2]1([NH:25][c:24]2[cH:23][cH:22][c:21]([O:20][CH2:13][c:14]3[cH:15][cH:16][cH:17][cH:18][cH:19]3)[cH:27][cH:26]2)[n:3][cH:4][n:5][c:6]2[cH:7][cH:8][c:9]([I:12])[cH:10][c:11]12. Reactants: [BH4-].[Na+] (sodium borohydride), COC1=CC=CC=2C(C(OC21)(C)C)=O (7-Methoxy-2,2-dimethyl-3-benzofuranone). The solvent is C(Cl)Cl (methylene chloride), C(C)O (ethanol). Yields the product COC1=CC=CC=2C(C(OC21)(C)C)O (7-Methoxy-3-hydroxy-2,2-dimethylbenzofuran). As a reaction SMILES: [BH4-].[Na+].[CH3:3][O:4][C:5]1[C:13]2[O:12][C:11]([CH3:15])([CH3:14])[C:10](=[O:16])[C:9]=2[CH:8]=[CH:7][CH:6]=1>C(O)C.C(Cl)Cl>[CH3:3][O:4][C:5]1[C:13]2[O:12][C:11]([CH3:14])([CH3:15])[CH:10]([OH:16])[C:9]=2[CH:8]=[CH:7][CH:6]=1 |f:0.1|. Reported procedure: An aqueous solution of sodium borohydride (8.2 g, 50 ml) is added to a stirred solution of the product obtained in Step 3. (41.8 g) in ethanol (1 l) and the mixture refluxed for 3 hours and evaporated in vacuo. The residue is taken up in water and toluene, the layers are separated and the organic phase washed, dried and evaporated in vacuo affording an oil which is dissolved in methylene chloride, dried, filtered and evaporated in vacuo. The residue is dissolved in ethyl acetate and chromatograp... Reactants: K-t-BuO, ClC1=NC(=CN=C1)Cl (2,6-dichloropyrazine), O(C1=CC=CC=C1)CCO (2-phenoxyethanol). Solvent: O1CCOCC1 (dioxane). Reaction conditions: time 5 minute. Product: ClC1=NC(=CN=C1)OCCOC1=CC=CC=C1 (2-Chloro-6-(2-phenoxyethoxy)pyrazine). As a reaction SMILES: Cl[C:2]1[CH:7]=[N:6][CH:5]=[C:4]([Cl:8])[N:3]=1.[O:9]([CH2:16][CH2:17][OH:18])[C:10]1[CH:15]=[CH:14][CH:13]=[CH:12][CH:11]=1>O1CCOCC1>[Cl:8][C:4]1[CH:5]=[N:6][CH:7]=[C:2]([O:18][CH2:17][CH2:16][O:9][C:10]2[CH:15]=[CH:14][CH:13]=[CH:12][CH:11]=2)[N:3]=1. Procedure details: K-t-BuO (1.61 g, 14.3 mmol) was added portionwise to a stirred mixture of 2,6-dichloropyrazine (2.03 g, 13.6 mmol) and 2-phenoxyethanol (2.54 g, 18.4 mmol) in dioxane (8 mL) at 0° C. (ice-bath). After 5 min of stirring, the ice-bath was removed and the mixture was stirred at room temperature for 1 h. The reaction mixture was diluted with ether, filtered and concentrated in vacuo. The oily residue was purified by silica gel chromatography (18×5 cm) using n-hexane/ethyl acetate (92:8) as eluent. T... The reactants are O=C=O, O, OO, O=C(O)CN(CC(=O)O)CP(=O)(O)O. Product: O=C(O)CNCP(=O)(O)O. RXN SMILES: [C:17](=[O:18])=[O:19].[OH2:20].[OH:15][OH:16].[P:1](=[O:2])([OH:3])([OH:4])[CH2:5][N:6]([CH2:7][C:8](=[O:9])[OH:10])[CH2:11][C:12]([OH:13])=[O:14]>>[P:1](=[O:2])([OH:3])([OH:4])[CH2:5][NH:6][CH2:7][C:8](=[O:9])[OH:10]. Starting materials: CO, [H][H], CCOC(=O)C(O)CCc1ccc(C2CCCCC2)c([N+](=O)[O-])c1. Product: CCOC(=O)C(O)CCc1ccc(C2CCCCC2)c(N)c1. RXN SMILES: [CH3:25][OH:26].[H:27][H:28].[OH:1][CH:2]([C:3](=[O:4])[O:5][CH2:6][CH3:7])[CH2:8][CH2:9][c:10]1[cH:11][c:12]([N+:22]([O-:23])=[O:24])[c:13]([CH:16]2[CH2:17][CH2:18][CH2:19][CH2:20][CH2:21]2)[cH:14][cH:15]1>>[OH:1][CH:2]([C:3](=[O:4])[O:5][CH2:6][CH3:7])[CH2:8][CH2:9][c:10]1[cH:11][c:12]([NH2:22])[c:13]([CH:16]2[CH2:17][CH2:18][CH2:19][CH2:20][CH2:21]2)[cH:14][cH:15]1. Reactants: COc1ccccc1-c1c[nH]c2ncc(Br)cc12, COc1ccc(COc2ccc(B3OC(C)(C)C(C)(C)O3)cc2OC)cc1, CC#N, Cl[Pd-2](Cl)([PH](c1ccccc1)(c1ccccc1)c1ccccc1)[PH](c1ccccc1)(c1ccccc1)c1ccccc1, [Na+], [Na+], O=C([O-])[O-]. The product is COc1ccc(COc2ccc(-c3cnc4[nH]cc(-c5ccccc5OC)c4c3)cc2OC)cc1. RXN SMILES: [Br:1][c:2]1[cH:3][c:4]2[c:5]([n:6][cH:7]1)[nH:8][cH:9][c:10]2-[c:11]1[c:12]([O:17][CH3:18])[cH:13][cH:14][cH:15][cH:16]1.[CH3:19][O:20][c:21]1[cH:22][c:23]([B:37]2[O:38][C:39]([CH3:40])([CH3:41])[C:42]([CH3:43])([CH3:44])[O:45]2)[cH:24][cH:25][c:26]1[O:27][CH2:28][c:29]1[cH:30][cH:31][c:32]([O:35][CH3:36])[cH:33][cH:34]1.[CH3:93][C:94]#[N:95].[Cl:52][Pd-2:53]([Cl:54])([PH:55]([c:56]1[cH:57][cH:58][cH:59][cH:60][cH:61]1)([c:62]1[cH:63][cH:64][cH:65][cH:66][cH:67]1)[c:68]1[cH:69][cH:70][cH:71][cH:72][cH:73]1)[PH:74]([c:75]1[cH:76][cH:77][cH:78][cH:79][cH:80]1)([c:81]1[cH:82][cH:83][cH:84][cH:85][cH:86]1)[c:87]1[cH:88][cH:89][cH:90][cH:91][cH:92]1.[Na+:46].[Na+:47].[O-:48][C:49](=[O:50])[O-:51]>>[c:2]1(-[c:23]2[cH:22][c:21]([O:20][CH3:19])[c:26]([O:27][CH2:28][c:29]3[cH:30][cH:31][c:32]([O:35][CH3:36])[cH:33][cH:34]3)[cH:25][cH:24]2)[cH:3][c:4]2[c:5]([n:6][cH:7]1)[nH:8][cH:9][c:10]2-[c:11]1[c:12]([O:17][CH3:18])[cH:13][cH:14][cH:15][cH:16]1. Reactants: [BH4-], CNC(C(=O)NC(C(=O)N(C)C(C=C(C)C(=O)O)C(C)C)C(C)(C)C)C(C)(C)c1ccccc1, CCN=C=NCCCN(C)C, CC#N, Cl, Cl, [Na+], O, O, On1nnc2ccccc21. Product: CNC(C(=O)NC(C(=O)N(C)C(C=C(C)CO)C(C)C)C(C)(C)C)C(C)(C)c1ccccc1. RXN SMILES: [BH4-:58].[CH3:1][NH:2][CH:3]([C:4]([c:5]1[cH:6][cH:7][cH:8][cH:9][cH:10]1)([CH3:11])[CH3:12])[C:13](=[O:14])[NH:15][CH:16]([C:17]([CH3:18])([CH3:19])[CH3:20])[C:21](=[O:22])[N:23]([CH3:24])[CH:25]([CH:26]=[C:27]([CH3:28])[C:29](=[O:30])[OH:31])[CH:32]([CH3:33])[CH3:34].[CH3:47][N:48]([CH3:49])[CH2:50][CH2:51][CH2:52][N:53]=[C:54]=[N:55][CH2:56][CH3:57].[CH3:61][C:62]#[N:63].[ClH:46].[ClH:60].[Na+:59].[OH2:35].[OH2:64].[OH:36][n:37]1[c:38]2[cH:39][cH:40][cH:41][cH:42][c:43]2[n:44][n:45]1>>[CH3:1][NH:2][CH:3]([C:4]([c:5]1[cH:6][cH:7][cH:8][cH:9][cH:10]1)([CH3:11])[CH3:12])[C:13](=[O:14])[NH:15][CH:16]([C:17]([CH3:18])([CH3:19])[CH3:20])[C:21](=[O:22])[N:23]([CH3:24])[CH:25]([CH:26]=[C:27]([CH3:28])[CH2:29][OH:30])[CH:32]([CH3:33])[CH3:34]. The reactants are BrC=1C=C2C(=NC1)OC1=CC=C(C=C1[C@]21N=C(OC1)N)C=1C=NC=NC1 ((S)-3-bromo-7-(pyrimidin-5-yl)-5′H-spiro[chromeno[2,3-b]pyridine-5,4′-oxazol]-2′-amine), C(C)(=O)OCC (ethyl acetate), CN(C)C=O (DMF), CC(C#C)(C)C (3,3-dimethylbut-1-yne). The reagents and catalysts are [Cu]I (copper(i) iodide), C=1C=CC(=CC1)[P](C=2C=CC=CC2)(C=3C=CC=CC3)[Pd]([P](C=4C=CC=CC4)(C=5C=CC=CC5)C=6C=CC=CC6)([P](C=7C=CC=CC7)(C=8C=CC=CC8)C=9C=CC=CC9)[P](C=1C=CC=CC1)(C=1C=CC=CC1)C=1C=CC=CC1 (tetrakis(triphenylphosphine)palladium). Run in O (water). Run at temperature 90 celsius. Product: CC(C#CC=1C=C2C(=NC1)OC1=CC=C(C=C1[C@]21N=C(OC1)N)C=1C=NC=NC1)(C)C ((S)-3-(3,3-dimethylbut-1-ynyl)-7-(pyrimidin-5-yl)-5′H-spiro[chromeno[2,3-b]pyridine-5,4′-oxazol]-2′-amine). As a reaction SMILES: Br[C:2]1[CH:3]=[C:4]2[C@:15]3([CH2:19][O:18][C:17]([NH2:20])=[N:16]3)[C:14]3[C:9](=[CH:10][CH:11]=[C:12]([C:21]4[CH:22]=[N:23][CH:24]=[N:25][CH:26]=4)[CH:13]=3)[O:8][C:5]2=[N:6][CH:7]=1.CN(C=O)C.[CH3:32][C:33]([CH3:37])([CH3:36])[C:34]#[CH:35].C(OCC)(=O)C>O.C1C=CC([P]([Pd]([P](C2C=CC=CC=2)(C2C=CC=CC=2)C2C=CC=CC=2)([P](C2C=CC=CC=2)(C2C=CC=CC=2)C2C=CC=CC=2)[P](C2C=CC=CC=2)(C2C=CC=CC=2)C2C=CC=CC=2)(C2C=CC=CC=2)C2C=CC=CC=2)=CC=1.[Cu]I>[CH3:32][C:33]([CH3:37])([CH3:36])[C:34]#[C:35][C:2]1[CH:3]=[C:4]2[C@:15]3([CH2:19][O:18][C:17]([NH2:20])=[N:16]3)[C:14]3[C:9](=[CH:10][CH:11]=[C:12]([C:21]4[CH:26]=[N:25][CH:24]=[N:23][CH:22]=4)[CH:13]=3)[O:8][C:5]2=[N:6][CH:7]=1 |^1:48,50,69,88|. Reported procedure: Combined (S)-3-bromo-7-(pyrimidin-5-yl)-5′H-spiro[chromeno[2,3-b]pyridine-5,4′-oxazol]-2′-amine (120 mg, 0.293 mmol), tetrakis(triphenylphosphine)palladium (33.8 mg, 0.029 mmol), copper(i) iodide (11.14 mg, 0.059 mmol) and DMF (1950 μL, 0.293 mmol). Added 3,3-dimethylbut-1-yne (96 mg, 1.170 mmol) and DIPA (2085 μL, 14.63 mmol), flushed with argon, sealed and heated at 90° C. overnight. The reaction was diluted with water (25 mL) and poured into a separatory funnel containing ethyl acetate (25 mL...